Task: describe an organic reaction: reactants, conditions, products, and yield. Dataset: the Open Reaction Database (ORD), a public repository of structured organic reaction records Starting materials: C(=O)(OCC)N1CCN(CC1)C1CC2=C(SC3=C1C=C(C=C3)SC)C=C(C=C2)OC (1-carbethoxy-4-(10,11-dihydro-3-methoxy-8-methylthio-dibenzo[b,f]thiepin-10-yl)-piperazine), C(CO)O (ethylene glycol), [OH-].[K+] (potassium hydroxide). Solvent: O (water), O (water). Yields the product COC=1C=CC2=C(SC3=C(C(C2)N2CCNCC2)C=C(C=C3)SC)C1 (1-(10,11-dihydro-3-methoxy-8-methylthio-dibenzo[b,f]thiepin-10-yl)-piperazine). Reaction SMILES: C([N:6]1[CH2:11][CH2:10][N:9]([CH:12]2[C:18]3[CH:19]=[C:20]([S:23][CH3:24])[CH:21]=[CH:22][C:17]=3[S:16][C:15]3[CH:25]=[C:26]([O:29][CH3:30])[CH:27]=[CH:28][C:14]=3[CH2:13]2)[CH2:8][CH2:7]1)(OCC)=O.C(O)CO.[OH-].[K+]>O>[CH3:30][O:29][C:26]1[CH:27]=[CH:28][C:14]2[CH2:13][CH:12]([N:9]3[CH2:8][CH2:7][NH:6][CH2:11][CH2:10]3)[C:18]3[CH:19]=[C:20]([S:23][CH3:24])[CH:21]=[CH:22][C:17]=3[S:16][C:15]=2[CH:25]=1 |f:2.3|. Procedure: 61 G. of 1-carbethoxy-4-(10,11-dihydro-3-methoxy-8-methylthio-dibenzo[b,f]thiepin-10-yl)-piperazine, 600 ml. of ethylene glycol, 25 g. of potassium hydroxide and 2.7 ml. of water are heated at 160° C. for a period of 2 hours. Then, the mixture is poured on to water and extracted with benzene. The organic phase is washed with water, dried over magnesium sulfate and evaporated under reduced pressure, whereby there is obtained 1-(10,11-dihydro-3-methoxy-8-methylthio-dibenzo[b,f]thiepin-10-yl)-piper... The product is CN1N=CC=C1[Sn](C)(C)C (1-Methyl-5-trimethylstannanyl-1H-pyrazole). Reaction SMILES: [CH3:1][N:2]1[CH:6]=[CH:5][CH:4]=[N:3]1.C([Li])CCC.[CH3:12][Sn:13](Cl)([CH3:15])[CH3:14]>CCOCC>[CH3:1][N:2]1[C:6]([Sn:13]([CH3:15])([CH3:14])[CH3:12])=[CH:5][CH:4]=[N:3]1. Isolated yield 42.9%. Conditions: time 90 minute. Reactants: CN1N=CC=C1 (1-methyl-1H-pyrazole), C(CCC)[Li] (n-butyllithium), C[Sn](C)(C)Cl (trimethyltin chloride). The solvent is CCOCC (Et2O). Reported procedure: A solution of 1-methyl-1H-pyrazole (1.6 g, 20.0 mmole) in Et2O was treated with n-butyllithium (12.5 ml, 1.6 M in hexanes, 20.0 mmole) over a period of 10 minutes at room temperature. The yellow slurry was stirred for a further 90 minutes. Subsequently, trimethyltin chloride (4.0 g, 20.0 mmole) was added in one portion. The brown slurry was stirred for 30 minutes, filtered and the filtrate was concentrated, in vacuo, to a black oil (5.0 g). The product was isolated by distillation at 1.5 Torr (6... The reactants are CCO, CCCCCCC, ClCCl, [H][H], CC(C)(C)c1cc([N+](=O)[O-])cc(C(C)(C)C)c1O. The product is CC(C)(C)c1cc(N)cc(C(C)(C)C)c1O. As a reaction SMILES: [CH3:21][CH2:22][OH:23].[CH3:27][CH2:28][CH2:29][CH2:30][CH2:31][CH2:32][CH3:33].[Cl:24][CH2:25][Cl:26].[H:19][H:20].[N+:1]([O-:2])(=[O:3])[c:4]1[cH:5][c:6]([C:15]([CH3:16])([CH3:17])[CH3:18])[c:7]([OH:14])[c:8]([C:10]([CH3:11])([CH3:12])[CH3:13])[cH:9]1>>[NH2:1][c:4]1[cH:5][c:6]([C:15]([CH3:16])([CH3:17])[CH3:18])[c:7]([OH:14])[c:8]([C:10]([CH3:11])([CH3:12])[CH3:13])[cH:9]1. Reaction SMILES: [C:1]([S:5]([CH2:8][CH:9]([CH2:15][C:16]1[CH:21]=[CH:20][CH:19]=[CH:18][CH:17]=1)[C:10]([O:12]CC)=[O:11])(=[O:7])=[O:6])([CH3:4])([CH3:3])[CH3:2].[Cl-].[Ca+2].[Cl-]>>[C:1]([S:5]([CH2:8][C@@H:9]([CH2:15][C:16]1[CH:17]=[CH:18][CH:19]=[CH:20][CH:21]=1)[C:10]([OH:12])=[O:11])(=[O:6])=[O:7])([CH3:4])([CH3:2])[CH3:3] |f:1.2.3|. Isolated yield 48.0%. The product is C(C)(C)(C)S(=O)(=O)C[C@H](C(=O)O)CC1=CC=CC=C1 ((S)-α-[(tert-butylsulfonyl)methyl]hydrocinnamic acid). Reactants: C(C)(C)(C)S(=O)(=O)CC(C(=O)OCC)CC1=CC=CC=C1 (ethyl (RS)-α-[(tert-butylsulfonyl)methyl]hydrocinnamate), [Cl-].[Ca+2].[Cl-] (calcium chloride). Reported procedure: The hydrolysis of 1.60 g (5.12 mmol) of ethyl (RS)-α-[(tert-butylsulfonyl)methyl]hydrocinnamate was carried out in a manner analogous to Example 1 in the presence of 25 ml of aqueous 5 mM calcium chloride solution and 100 mg of Alcalase 2.0 T (NOVO, 2880 Bagsvaerd, Denmark). After a consumption of 2.47 ml of 1N sodium hydroxide solution (after 21.3 hours), the reaction mixture was worked-up analogously to Example 1, whereby there were obtained 700 mg (2.46 mmol, 48%, 96% of theory) of (S)-α-[(te... The reactants are FC=1C=CC=2N(C1)C(=C(N2)C2=CC=C(C=C2)F)CC=2N(C=CN2)C (6-fluoro-2-(4-fluorophenyl)-3-((1-methyl-1H-imidazol-2-yl)methyl)imidazo[1,2-a]pyridine), ClC1=CC=C(C=C1)C=1N=C2N(C=CC=C2)C1C=O (2-(4-chlorophenyl)imidazo[1,2-a]pyridine-3-carbaldehyde), C(=C)N1C=NC=C1 (1-vinyl-1H-imidazole). Yields the product ClC1=CC=C(C=C1)C=1N=C2N(C=CC=C2)C1CC=1N(C=CN1)C=C (2-(4-chlorophenyl)-3-((1-vinyl-1H-imidazol-2-yl)methyl)imidazo[1,2-a]pyridine). As a reaction SMILES: F[C:2]1C=C[C:5]2[N:6]([C:8](CC3N(C)C=CN=3)=[C:9](C3C=CC(F)=CC=3)[N:10]=2)[CH:7]=1.[Cl:25][C:26]1[CH:31]=[CH:30][C:29]([C:32]2[N:33]=[C:34]3[CH:39]=[CH:38][CH:37]=[CH:36][N:35]3[C:40]=2[CH:41]=O)=[CH:28][CH:27]=1.C(N1C=CN=C1)=C>>[Cl:25][C:26]1[CH:31]=[CH:30][C:29]([C:32]2[N:33]=[C:34]3[CH:39]=[CH:38][CH:37]=[CH:36][N:35]3[C:40]=2[CH2:41][C:5]2[N:6]([CH:7]=[CH2:2])[CH:8]=[CH:9][N:10]=2)=[CH:28][CH:27]=1. Procedure: The title compound was prepared according to Method C and the experimentals described for compound 199 from 2-(4-chlorophenyl)imidazo[1,2-a]pyridine-3-carbaldehyde and 1-vinyl-1H-imidazole. (34 mg, 18%). m/e+=335 (M+H+). 1H-NMR (400 MHz, CDCl3, δ): 8.28 (d, 1H, D, J=7.0 Hz), 7.66 (d, 2H, D, J=10.2 Hz), 7.61 (d, 1H, D, J=9.2 Hz), 7.46 (d, 2H, D, J=8.5 Hz), 7.19 (t, 1H, D, J=7.9 Hz), 7.08 (d, 1H), 6.96 (d, 1H), 6.80 (t, 1H, D, J=7.0 Hz), 6.46 (m, 1H), 5.03 (m, 1H), 4.62 (m, 1H), 4.56 (s, 2H). Reactants: O=S(=O)(c1ccc(C(CC2CCOCC2)c2ccc(-c3ccc(Br)cn3)[nH]2)cc1)C1CC1, C=C[Sn](CCCC)(CCCC)CCCC, Cc1ccccc1. Yields the product C=Cc1ccc(-c2ccc(C(CC3CCOCC3)c3ccc(S(=O)(=O)C4CC4)cc3)[nH]2)nc1. Reaction SMILES: [Br:1][c:2]1[cH:3][cH:4][c:5](-[c:8]2[nH:9][c:10]([CH:13]([CH2:14][CH:15]3[CH2:16][CH2:17][O:18][CH2:19][CH2:20]3)[c:21]3[cH:22][cH:23][c:24]([S:27](=[O:28])(=[O:29])[CH:30]4[CH2:31][CH2:32]4)[cH:25][cH:26]3)[cH:11][cH:12]2)[n:6][cH:7]1.[CH2:33]([CH2:34][CH2:46][CH3:47])[Sn:35]([CH2:36][CH2:37][CH2:38][CH3:39])([CH2:40][CH2:41][CH2:42][CH3:43])[CH:44]=[CH2:45].[CH3:48][c:49]1[cH:50][cH:51][cH:52][cH:53][cH:54]1>>[c:2]1([CH:33]=[CH2:34])[cH:3][cH:4][c:5](-[c:8]2[nH:9][c:10]([CH:13]([CH2:14][CH:15]3[CH2:16][CH2:17][O:18][CH2:19][CH2:20]3)[c:21]3[cH:22][cH:23][c:24]([S:27](=[O:28])(=[O:29])[CH:30]4[CH2:31][CH2:32]4)[cH:25][cH:26]3)[cH:11][cH:12]2)[n:6][cH:7]1.